From a dataset of the Open Reaction Database (ORD), a public repository of structured organic reaction records. describe an organic reaction: reactants, conditions, products, and yield Reactants: OS(=O)(=O)O (H2SO4), C(C)OC(=O)C=1C2=C(SC1NC(C)=O)C(=CC(=C2)CC2=CC=CC=C2)O (2-Acetylamino-5-benzyl-7-hydroxy-benzo[b]thiophene-3-carboxylic acid ethyl ester), C(C)OC(=O)C=1C2=C(SC1NC(C)=O)C(=CC(=C2)CC2=CC=CC=C2)O (2-Acetylamino-5-benzyl-7-hydroxy-benzo[b]thiophene-3-carboxylic acid ethyl ester). Solvent: CO (MeOH). Run at time 3 day. The product is C(C)OC(=O)C=1C2=C(SC1N)C(=CC(=C2)CC2=CC=CC=C2)O (2-Amino-5-benzyl-7-hydroxy-benzo[b]thiophene-3-carboxylic acid ethyl ester). As a reaction SMILES: [CH2:1]([O:3][C:4]([C:6]1[C:7]2[CH:18]=[C:17]([CH2:19][C:20]3[CH:25]=[CH:24][CH:23]=[CH:22][CH:21]=3)[CH:16]=[C:15]([OH:26])[C:8]=2[S:9][C:10]=1[NH:11]C(=O)C)=[O:5])[CH3:2].OS(O)(=O)=O>CO>[CH2:1]([O:3][C:4]([C:6]1[C:7]2[CH:18]=[C:17]([CH2:19][C:20]3[CH:25]=[CH:24][CH:23]=[CH:22][CH:21]=3)[CH:16]=[C:15]([OH:26])[C:8]=2[S:9][C:10]=1[NH2:11])=[O:5])[CH3:2]. Reported procedure: Compound 01-6 (2.1 g, 5.7 mmol) was dissolved in MeOH (250 mL), H2SO4 (1 mL) was added and the mixture was stirred for 3 days. Another batch of 01-6 (450 mg, 1.2 mmol) was added and the mixture was stirred further for 14 days while monitoring the reaction each third day by HPLC. After completion the mixture was concentrated to half of the original volume. Water was added and the pH was cautiously adjusted to 8 with conc. NH4OH. The aqueous layer was extracted with EtOAc (3×100 mL). The combined ... Starting materials: [BH4-], COc1ccc2cc(C=NCc3ccccc3)ccc2c1, CCO, [Na+]. Product: COc1ccc2cc(CNCc3ccccc3)ccc2c1. As a reaction SMILES: [BH4-:1].[CH2:3]([c:4]1[cH:5][cH:6][cH:7][cH:8][cH:9]1)[N:10]=[CH:11][c:12]1[cH:13][c:14]2[cH:15][cH:16][c:17]([O:22][CH3:23])[cH:18][c:19]2[cH:20][cH:21]1.[CH3:24][CH2:25][OH:26].[Na+:2]>>[CH2:3]([c:4]1[cH:5][cH:6][cH:7][cH:8][cH:9]1)[NH:10][CH2:11][c:12]1[cH:13][c:14]2[cH:15][cH:16][c:17]([O:22][CH3:23])[cH:18][c:19]2[cH:20][cH:21]1. Starting materials: C(C)[BH-](CC)CC.[Li+] (Lithium triethylborohydride), C(C)(C)(C)OC(=O)N1[C@@H]2C[C@@]2(C[C@H]1C(NCC1=C(C(=CC=C1)Cl)F)=O)COS(=O)(=O)C ((1R,3S,5S)-3-(3-chloro-2-fluoro-benzylcarbamoyl)-5-methanesulfonyloxymethyl-2-aza-bicyclo[3.1.0]hexane-2-carboxylic acid tert-butyl ester), O (water). The solvent is C1CCOC1 (THF). Reaction conditions: temperature 0 celsius, time 10 minute. Yields the product C(C)(C)(C)OC(=O)N1[C@@H]2C[C@@]2(C[C@H]1C(NCC1=C(C(=CC=C1)Cl)F)=O)C ((1R,3S,5R)-3-(3-Chloro-2-fluoro-benzylcarbamoyl)-5-methyl-2-aza-bicyclo[3.1.0]hexane-2-carboxylic acid tert-butyl ester). Reaction SMILES: C([BH-](CC)CC)C.[Li+].[C:9]([O:13][C:14]([N:16]1[C@H:21]([C:22](=[O:33])[NH:23][CH2:24][C:25]2[CH:30]=[CH:29][CH:28]=[C:27]([Cl:31])[C:26]=2[F:32])[CH2:20][C@:19]2([CH2:34]OS(C)(=O)=O)[C@H:17]1[CH2:18]2)=[O:15])([CH3:12])([CH3:11])[CH3:10].O>C1COCC1>[C:9]([O:13][C:14]([N:16]1[C@H:21]([C:22](=[O:33])[NH:23][CH2:24][C:25]2[CH:30]=[CH:29][CH:28]=[C:27]([Cl:31])[C:26]=2[F:32])[CH2:20][C@:19]2([CH3:34])[C@H:17]1[CH2:18]2)=[O:15])([CH3:12])([CH3:10])[CH3:11] |f:0.1|. Procedure details: Lithium triethylborohydride (1N in THF, 2.06 mL, 2.06 mmol) was added at 0° C. to a solution of (1R,3S,5S)-3-(3-chloro-2-fluoro-benzylcarbamoyl)-5-methanesulfonyloxymethyl-2-aza-bicyclo[3.1.0]hexane-2-carboxylic acid tert-butyl ester (385 mg, 0.67 mmol) in THF (6.8 mL) under argon atmosphere. The solution was stirred 10 min at 0° C., then poured into cold water and extracted with EtOAc (×2). The combined organic extracts were dried (Na2SO4), filtered and concentrated. The crude residue was purif...